Dataset: the Open Reaction Database (ORD), a public repository of structured organic reaction records. Task: describe an organic reaction: reactants, conditions, products, and yield Reactants: C1(=CC=CC=C1)S(=O)(=O)CC1=CC=C(C(=C1C(=O)OCC)O)C1=COC=C1 (ethyl 6-(benzenesulphonylmethyl)-3-(furan-3-yl)-2-hydroxybenzoate), O1C=C(C=C1)B(O)O (furan-3-yl boronic acid), BrC=1C(=C(C(=O)OC)C(=CC1)CS(=O)(=O)C1=C(C=CC=C1)F)OC (methyl 3-bromo-6-(2-fluorobenzenesulphonylmethyl)-2-methoxybenzoate), BrC=1C(=C(C(=O)OC)C(=CC1)CS(=O)(=O)C1=C(C=CC=C1)F)OC (methyl 3-bromo-6-(2-fluorobenzenesulphonylmethyl)-2-methoxybenzoate). Yields the product FC1=C(C=CC=C1)S(=O)(=O)CC1=CC=C(C(=C1C(=O)OC)OC)C1=COC=C1 (Methyl 6-(2-fluorobenzenesulphonylmethyl)-3-(furan-3-yl)-2-methoxybenzoate). Reaction SMILES: C1(S(CC2C(C(OCC)=O)=C(O)C([C:23]3[CH:27]=[CH:26][O:25][CH:24]=3)=CC=2)(=O)=O)C=CC=CC=1.Br[C:29]1[C:30]([O:50][CH3:51])=[C:31]([C:36]([CH2:39][S:40]([C:43]2[CH:48]=[CH:47][CH:46]=[CH:45][C:44]=2[F:49])(=[O:42])=[O:41])=[CH:37][CH:38]=1)[C:32]([O:34][CH3:35])=[O:33].O1C=CC(B(O)O)=C1>>[F:49][C:44]1[CH:45]=[CH:46][CH:47]=[CH:48][C:43]=1[S:40]([CH2:39][C:36]1[C:31]([C:32]([O:34][CH3:35])=[O:33])=[C:30]([O:50][CH3:51])[C:29]([C:23]2[CH:27]=[CH:26][O:25][CH:24]=2)=[CH:38][CH:37]=1)(=[O:42])=[O:41]. Procedure details: Prepared by proceeding in a similar manner to Intermediate 36, starting from methyl 3-bromo-6-(2-fluorobenzenesulphonylmethyl)-2-methoxybenzoate (Intermediate 100) and furan-3-yl boronic acid. Starting materials: CN(C)c1nc2c(C(=O)[O-])cc(Cl)cc2o1, Cl, Cl, [Li+], NC1CN2CCC1CC2. Yields the product CN(C)c1nc2c(C(=O)NC3CN4CCC3CC4)cc(Cl)cc2o1. Reaction SMILES: [CH3:1][N:2]([c:3]1[o:4][c:5]2[c:6]([n:7]1)[c:8]([C:13](=[O:14])[O-:15])[cH:9][c:10]([Cl:12])[cH:11]2)[CH3:16].[ClH:18].[ClH:19].[Li+:17].[NH2:20][CH:21]1[CH2:22][N:23]2[CH2:24][CH2:25][CH:26]1[CH2:27][CH2:28]2>>[CH3:1][N:2]([c:3]1[o:4][c:5]2[c:6]([n:7]1)[c:8]([C:13](=[O:15])[NH:20][CH:21]1[CH2:22][N:23]3[CH2:24][CH2:25][CH:26]1[CH2:27][CH2:28]3)[cH:9][c:10]([Cl:12])[cH:11]2)[CH3:16]. Reactants: Cl.C(C)ON (Ethoxyamine hydrochloride), [OH-].[Na+] (sodium hydroxide), OC1=C(C(CC(C1)C1=C(C(=C(C=C1C)C)[N+](=O)[O-])C)=O)C(CC)=O (3-hydroxy-5-(2,4,6-trimethyl-3-nitrophenyl)-2-propionylcyclohex-2-en-1-one). Run in C(C)O (ethanol). Conditions: time 18 hour. Yields the product C(C)ON=C(CC)C=1C(CC(CC1O)C1=C(C(=C(C=C1C)C)[N+](=O)[O-])C)=O (2-[1-(ethoxyimino)propyl]-3-hydroxy-5-(2,4,6-trimethyl-3-nitrophenyl)cyclohex-2-en-1one). Isolated yield 83.1%. RXN SMILES: Cl.[CH2:2]([O:4][NH2:5])[CH3:3].[OH-].[Na+].[OH:8][C:9]1[CH2:14][CH:13]([C:15]2[C:20]([CH3:21])=[CH:19][C:18]([CH3:22])=[C:17]([N+:23]([O-:25])=[O:24])[C:16]=2[CH3:26])[CH2:12][C:11](=[O:27])[C:10]=1[C:28](=O)[CH2:29][CH3:30]>C(O)C>[CH2:2]([O:4][N:5]=[C:28]([C:10]1[C:11](=[O:27])[CH2:12][CH:13]([C:15]2[C:20]([CH3:21])=[CH:19][C:18]([CH3:22])=[C:17]([N+:23]([O-:25])=[O:24])[C:16]=2[CH3:26])[CH2:14][C:9]=1[OH:8])[CH2:29][CH3:30])[CH3:3] |f:0.1,2.3|. Procedure details: Ethoxyamine hydrochloride (0.26 g; 2.7 mmole) and then sodium hydroxide (0.11 g; 2.7 mmole) were added to a solution of 3-hydroxy-5-(2,4,6-trimethyl-3-nitrophenyl)-2-propionylcyclohex-2-en-1-one (0.6 g; 1.8 mmole) in absolute ethanol (150 ml). The mixture was stirred at room temperature for a period of 18 hours and then the ethanol was removed by evaporation under reduced pressure. The residue was treated with dichloromethane and the organic phase was washed twice with water and dried over anhyd... Reactants: C1(CCCCC1)N=C=NCCN1CCOCC1 (1-cyclohexyl-3-(2-morpholinoethyl)carbodiimide), C1(=CC=C(C=C1)S(=O)(=O)[O-])C (ρ-toluene-sulphonate), ClC1=CC(=C(C=C1Cl)N)N (4,5-Dichlorophenylene diamine), C(C)(C)(C)N=C=S (tert-butyl isothiocyanate). The solvent is N1=CC=CC=C1 (pyridine), N1=CC=CC=C1 (pyridine), N1=CC=CC=C1 (pyridine). Reaction conditions: temperature 80 celsius. Yields the product C(C)(C)(C)NC1=NC2=C(N1)C=C(C(=C2)Cl)Cl (2-(tert-Butylamino)-5,6-dichloro-1H-benzimidazole). The yield is 26.8%. As a reaction SMILES: [Cl:1][C:2]1[C:7]([Cl:8])=[CH:6][C:5]([NH2:9])=[C:4]([NH2:10])[CH:3]=1.[C:11]([N:15]=[C:16]=S)([CH3:14])([CH3:13])[CH3:12].C1(N=C=NCCN2CCOCC2)CCCCC1.C1(C)C=CC(S([O-])(=O)=O)=CC=1>N1C=CC=CC=1>[C:11]([NH:15][C:16]1[NH:9][C:5]2[CH:6]=[C:7]([Cl:8])[C:2]([Cl:1])=[CH:3][C:4]=2[N:10]=1)([CH3:14])([CH3:13])[CH3:12]. Procedure details: 4,5-Dichlorophenylene diamine (8.0 g, 45.2 mmol) (Aldrich, Milwaukee, Wis.) was combined with tert-butyl isothiocyanate (6.3 mL, 49.7 mmol) (Aldrich, Milwaukee, Wis.) in anhydrous pyridine (100 mL). The solution was heated at 80° C. for 1 h under nitrogen. 1-cyclohexyl-3-(2-morpholinoethyl)carbodiimide metho-ρ-toluene-sulphonate (24.9 g, 58.8 mmol) (Fluka Chemika) was added along with anhydrous pyridine (90 mL). This solution was heated at 90° C. for 2.5 h. The pyridine. was removed by rotoevapo... The reactants are C(C)N(C(C)C)C(C)C (N-ethyldiisopropylamine), ClC1=C(C(=O)Cl)C=C(C=C1)N(C(=O)C1=C(C(=NN1C)C(F)(F)F)C(F)(F)F)C (2-chloro-5-(methyl{[1-methyl-3,4-bis(trifluoromethyl)-1H-pyrazol-5-yl]carbonyl}amino)benzoyl chloride), Cl.NC1(CC1)C#N (1-aminocyclopropanecarbonitrile hydrochloride). Procedure: 68.3 mg (0.58 mmol) of 1-aminocyclopropanecarbonitrile hydrochloride are initially charged in 5.0 ml of dichloromethane p.a., and 0.148 ml (0.86 mmol) of N-ethyldiisopropylamine and 156 mg of 2-chloro-5-(methyl{[1-methyl-3,4-bis(trifluoromethyl)-1H-pyrazol-5-yl]carbonyl}amino)benzoyl chloride (0.29 mmol) dissolved in 5.0 ml of dichloromethane p.a. are then added in succession. The reaction is stirred at room temperature for 16 hours. The reaction solution is diluted with 30 ml of ethyl acetate. ... Reaction conditions: time 16 hour. The product is ClC1=C(C=C(C=C1)N(C(=O)C1=C(C(=NN1C)C(F)(F)F)C(F)(F)F)C)C(NC1(CC1)C#N)=O (N-{4-Chloro-3-[(1-cyanocyclopropyl)carbamoyl]phenyl}-N,1-dimethyl-3,4-bis(trifluoromethyl)-1H-pyrazole-5-carboxamide). Run in ClCCl (dichloromethane), ClCCl (dichloromethane), C(C)(=O)OCC (ethyl acetate). RXN SMILES: Cl.[NH2:2][C:3]1([C:6]#[N:7])[CH2:5][CH2:4]1.C(N(C(C)C)C(C)C)C.[Cl:17][C:18]1[CH:26]=[CH:25][C:24]([N:27]([CH3:44])[C:28]([C:30]2[N:34]([CH3:35])[N:33]=[C:32]([C:36]([F:39])([F:38])[F:37])[C:31]=2[C:40]([F:43])([F:42])[F:41])=[O:29])=[CH:23][C:19]=1[C:20](Cl)=[O:21]>ClCCl.C(OCC)(=O)C>[Cl:17][C:18]1[CH:26]=[CH:25][C:24]([N:27]([CH3:44])[C:28]([C:30]2[N:34]([CH3:35])[N:33]=[C:32]([C:36]([F:39])([F:37])[F:38])[C:31]=2[C:40]([F:41])([F:42])[F:43])=[O:29])=[CH:23][C:19]=1[C:20](=[O:21])[NH:2][C:3]1([C:6]#[N:7])[CH2:5][CH2:4]1 |f:0.1|. Reactants: O (water), Cl.CN(CCCN=C=NCC)C (N-(3-dimethylaminopropyl)-N′-ethylcarbodiimide hydrochloride), OC1=C(C(=O)OCCCCCCCC(=O)OCC=2OC=CC2)C=C(C=C1)O (8-(2-furylmethoxy)-8-oxooctyl 2,5-dihydroxybenzoate), C(C=C)(=O)CCCCCCOC1=CC=C(C(=O)O)C=C1 (4-(6-acryloylhexyloxy)benzoic acid). Reagents/catalysts: CN(C1=CC=NC=C1)C (4-dimethylaminopyridine). The solvent is ClCCl (dichloromethane), ClCCl (dichloromethane). Reaction conditions: time 8 hour. The product is C(C=C)(=O)OCCCCCCOC1=CC=C(C(=O)OC2=C(C(=O)OCCCCCCCC(=O)OCC=3OC=CC3)C=C(C=C2)OC(C2=CC=C(C=C2)OCCCCCCOC(C=C)=O)=O)C=C1 (8-(2-furylmethoxy)-8-oxooctyl 2,5-bis[(4-{[6-(acryloyloxy)hexyl]oxy}benzoyl)oxy]benzoate). Reaction SMILES: Cl.CN(C)[CH2:4][CH2:5][CH2:6]N=C=NCC.[OH:13][C:14]1[CH:38]=[CH:37][C:36]([OH:39])=[CH:35][C:15]=1[C:16]([O:18][CH2:19][CH2:20][CH2:21][CH2:22][CH2:23][CH2:24][CH2:25][C:26]([O:28][CH2:29][C:30]1[O:31][CH:32]=[CH:33][CH:34]=1)=[O:27])=[O:17].C([CH2:44][CH2:45][CH2:46][CH2:47][CH2:48][CH2:49][O:50][C:51]1[CH:59]=[CH:58][C:54]([C:55]([OH:57])=O)=[CH:53][CH:52]=1)(=O)C=C.[OH2:60]>ClCCl.CN(C)C1C=CN=CC=1>[C:19]([O:18][CH2:16][CH2:15][CH2:14][CH2:38][CH2:37][CH2:36][O:39][C:4]1[CH:5]=[CH:6][C:34]([C:30]([O:13][C:14]2[CH:38]=[CH:37][C:36]([O:39][C:55](=[O:57])[C:54]3[CH:53]=[CH:52][C:51]([O:50][CH2:49][CH2:48][CH2:47][CH2:46][CH2:45][CH2:44][O:28][C:26](=[O:27])[CH:25]=[CH2:24])=[CH:59][CH:58]=3)=[CH:35][C:15]=2[C:16]([O:18][CH2:19][CH2:20][CH2:21][CH2:22][CH2:23][CH2:24][CH2:25][C:26]([O:28][CH2:29][C:30]2[O:31][CH:32]=[CH:33][CH:34]=2)=[O:27])=[O:17])=[O:31])=[CH:33][CH:32]=1)(=[O:60])[CH:20]=[CH2:21] |f:0.1|. Procedure: A solution of N-(3-dimethylaminopropyl)-N′-ethylcarbodiimide hydrochloride (4.8 g) in dichloromethane (60 ml) was slowly added to a solution of 8-(2-furylmethoxy)-8-oxooctyl 2,5-dihydroxybenzoate (3.7 g), 4-(6-acryloylhexyloxy)benzoic acid (7.3 g) and 4-dimethylaminopyridine (0.6 g) in dichloromethane (150 ml) at 0° C. The mixture was stirred overnight at room temperature. The resulting solution was then added to water (600 ml) and extracted with dichloromethane (3×200 ml). The combined organic ... Starting materials: C(O)CN (ethanolamine), ClC(=O)OCC1=CC=CC=C1 (benzyl chlorformate), C(C)(=O)OCC (ethyl acetate). The solvent is C(Cl)Cl (methylene chloride). Run at temperature 0 celsius, time 30 minute. The product is C(C1=CC=CC=C1)OC(=O)NCCO (N-Benzyloxycarbonyl-2-aminoethanol). Isolated yield 94.5%. Reaction SMILES: [CH2:1]([CH2:3][NH2:4])[OH:2].Cl[C:6]([O:8][CH2:9][C:10]1[CH:15]=[CH:14][CH:13]=[CH:12][CH:11]=1)=[O:7].C(OCC)(=O)C>C(Cl)Cl>[CH2:9]([O:8][C:6]([NH:4][CH2:3][CH2:1][OH:2])=[O:7])[C:10]1[CH:15]=[CH:14][CH:13]=[CH:12][CH:11]=1. Reported procedure: To ethanolamine (9.0 ml, 149 mmol) in methylene chloride (100 ml) at 0° C. was added benzyl chlorformate (10.0 ml, 70 mmol). The mixture was stirred at 0° C. for 30 min, then at room temperature for 1 h, poured into ethyl acetate, washed with 2M HCl, saturated NaHCO3 solution, and brine, then dried over Na2SO4 and evaporated to provide 12.91 g (94%) of the desired compound as a white solid. 1H NMR (CDCl3, TMS) 7.47 (m,5H), 5.11 s,2H), 3.73 (m,2H), 3.38 (m,2H). Starting materials: O1CCOCC1 (dioxane), OC1=CC=C(C=C1)C(CC)=O (4'-hydroxypropiophenone), C(C1=CC=CC=C1)C1=CC=NC=C1 (4-benzylpyridine), BrBr (bromine). Solvent: CO (methanol). Conditions: time 10 minute. Yields the product CC(C(C=1C=CC(=CC1)O)O)N2CCC(CC2)CC=3C=CC=CC3.Br (ifenprodil hydrobromide). Isolated yield 70.1%. As a reaction SMILES: O1CCOCC1.[OH:7][C:8]1[CH:13]=[CH:12][C:11]([C:14](=[O:17])[CH2:15][CH3:16])=[CH:10][CH:9]=1.[Br:18]Br.[CH2:20]([C:27]1[CH:32]=[CH:31][N:30]=[CH:29][CH:28]=1)[C:21]1[CH:26]=[CH:25][CH:24]=[CH:23][CH:22]=1>CO>[CH3:16][CH:15]([N:30]1[CH2:31][CH2:32][CH:27]([CH2:20][C:21]2[CH:22]=[CH:23][CH:24]=[CH:25][CH:26]=2)[CH2:28][CH2:29]1)[CH:14]([OH:17])[C:11]1[CH:12]=[CH:13][C:8]([OH:7])=[CH:9][CH:10]=1.[BrH:18] |f:5.6|. Procedure details: To 4 ml of dioxane were added 6.0 g of 4'-hydroxypropiophenone. 6.4 Grams of bromine were added dropwise to the mixture with stirring at room temperature. The reaction liquid was stirred for an additional 5 minutes and then nitrogen gas was introduced thereinto at a flow rate of 400 ml/minute for 10 minutes at 60° C. To the reaction liquid were then added 6.4 g of 4-benzylpyridine and 50 ml of methanol, and the mixture was refluxed under heating for 5 hours. The reaction mixture was then treated... Reactants: CO (methanol), [OH-].[Na+] (sodium hydroxide), ClC=1C=C(CN2C(=CC3=C(C=CC=C23)OCC(CO)O)C(=O)OCC)C=CC1Cl (Ethyl N-(3,4-dichlorobenzyl)-4-(2,3-dihydroxypropoxy)indole-2-carboxylate). Run in C1CCOC1 (THF). Conditions: time 16 hour. The product is ClC=1C=C(CN2C(=CC3=C(C=CC=C23)OCC(CO)O)C(=O)O)C=CC1Cl (N-(3,4-Dichlorobenzyl)-4-(2,3-dihydroxypropoxy)indole-2-carboxylic Acid). Isolated yield 88.0%. Reaction SMILES: [Cl:1][C:2]1[CH:3]=[C:4]([CH:26]=[CH:27][C:28]=1[Cl:29])[CH2:5][N:6]1[C:14]2[C:9](=[C:10]([O:15][CH2:16][CH:17]([OH:20])[CH2:18][OH:19])[CH:11]=[CH:12][CH:13]=2)[CH:8]=[C:7]1[C:21]([O:23]CC)=[O:22].CO.[OH-].[Na+]>C1COCC1>[Cl:1][C:2]1[CH:3]=[C:4]([CH:26]=[CH:27][C:28]=1[Cl:29])[CH2:5][N:6]1[C:14]2[C:9](=[C:10]([O:15][CH2:16][CH:17]([OH:20])[CH2:18][OH:19])[CH:11]=[CH:12][CH:13]=2)[CH:8]=[C:7]1[C:21]([OH:23])=[O:22] |f:2.3|. Reported procedure: Ethyl N-(3,4-dichlorobenzyl)-4-(2,3-dihydroxypropoxy)indole-2-carboxylate (85 mg) was dissolved in THF (3 ml) and methanol (1 ml) and sodium hydroxide (2M, 3.0 ml) was added and the reaction stirred for 16 hours. The reaction was then concentrated in vacuo and the residue dissolved in water. The solution was acidified by dropwise addition of acetic acid, resulting in the precipitation of a white solid which was filtered, washed with water and dried in vacuo to give the desired end product (70 mg... The reactants are 50g, N1CCCCC1 (piperdine), CC1=CCC(CC1)C(CC=O)C (3-(4-methyl-3-cyclohexenyl)butyraldehyde), 28g. The product is CC1=CCC(CC1)C(CCN1CCCCC1)C (N-[3-(4-Methyl-3-cyclohexenyl)butyl]piperdine). As a reaction SMILES: [CH3:1][C:2]1[CH2:7][CH2:6][CH:5]([CH:8]([CH3:12])[CH2:9][CH:10]=O)[CH2:4][CH:3]=1.[NH:13]1[CH2:18][CH2:17][CH2:16][CH2:15][CH2:14]1>>[CH3:1][C:2]1[CH2:7][CH2:6][CH:5]([CH:8]([CH3:12])[CH2:9][CH2:10][N:13]2[CH2:18][CH2:17][CH2:16][CH2:15][CH2:14]2)[CH2:4][CH:3]=1. Procedure details: The procedure of Example 1 was followed using 50g (0.3 mole) of 3-(4-methyl-3-cyclohexenyl)butyraldehyde and 28g (0.33 mole) of piperdine. Obtained following distillation was 31g of a mixture of N-[3 . . . butyl] piperdine and N-[3-(4-methylcyclohexyl)butyl]piperdine; bp 89- 91° (0.1mm); ir (τ max. film) 3.5 (s), 3.7 (s), 6.9 (s), 7.3 (s), 8.7 (s), 9.0 (s), 9.7 (s), 11.6 (m), 12.6 (w) microns; nmr (δ, CDCl3) 5.37 (m, 1H), 2.95 to 2.55 (m, 6H), 2.0 to 0.8 (m, 22H) ppm; ms (molecular ion) 236 and ...